From a dataset of the Open Reaction Database (ORD), a public repository of structured organic reaction records. describe an organic reaction: reactants, conditions, products, and yield Reactants: [Li].S1NC(C2=C1C=CC=C2)=O (1,2-benzisothiazolin-3-one lithium salt), [Li].S1NC(C2=C1C=CC=C2)=O (1,2-benzisothiazolin-3-one lithium salt), CI (methyl iodide). The solvent is C1CCOC1 (THF). Reaction conditions: time 72 hour. Yields the product CN1SC2=C(C1=O)C=CC=C2 (N-methyl-1,2-benzisothiazolin-3-one), 3-methoxy-1,2-benzisothiazolin-3-one. RXN SMILES: [Li].[S:2]1[C:6]2[CH:7]=[CH:8][CH:9]=[CH:10][C:5]=2[C:4](=[O:11])[NH:3]1.[CH3:12]I>C1COCC1>[CH3:12][N:3]1[C:4](=[O:11])[C:5]2[CH:10]=[CH:9][CH:8]=[CH:7][C:6]=2[S:2]1 |f:0.1,^1:0|. Procedure details: To a stirred suspension of 1,2-benzisothiazolin-3-one lithium salt in THF (3 ml per gram of BIT salt) was added methyl iodide (1.1 molar equivalents). The resulting slurry was stirred at ambient temperature for 72 hours. HPLC analysis showed greater than 97% alkylation of 1,2-benzisothiazolin-3-one lithium salt. The mixture was allowed to cool and the crude product isolated as a mixture of N-methyl-1,2-benzisothiazolin-3-one and 3-methoxy-1,2-benzisothiazolin-3-one in 98.8:1.2 ratio. The reactants are ClC1=C(C=NO)C=CC(=C1O)OC (2-chloro-3-hydroxy-p-anisaldehyde oxime), C(C)(=O)OC(C)=O (acetic anhydride). Reaction conditions: time 1 hour. Product: C(C)(=O)OC1=C(C(=CC=C1OC)C#N)Cl (2-chloro-3-cyano-6-methoxyphenyl acetate). Reaction SMILES: [Cl:1][C:2]1[C:10]([OH:11])=[C:9]([O:12][CH3:13])[CH:8]=[CH:7][C:3]=1[CH:4]=[N:5]O.[C:14](OC(=O)C)(=[O:16])[CH3:15]>>[C:14]([O:11][C:10]1[C:9]([O:12][CH3:13])=[CH:8][CH:7]=[C:3]([C:4]#[N:5])[C:2]=1[Cl:1])(=[O:16])[CH3:15]. Procedure details: 21 g of 2-chloro-3-hydroxy-p-anisaldehyde oxime are heated under reflux for 20 hours together with 400 ml of acetic anhydride. Thereupon, the reaction mixture is evaporated, the residue is treated with 300 ml of ice-water, stirred for 1 hour, decanted, the thus-cooled residue is partitioned between methylene chloride and water, the organic phase is dried over sodium sulfate, evaporated, the residue is dried in a high vacuum, chromatographed on 200 g of silica gel with methylene chloride and recr...